This data is from the Open Reaction Database (ORD), a public repository of structured organic reaction records. The task is: describe an organic reaction: reactants, conditions, products, and yield Starting materials: COc1ccccc1B(O)O, CC(C)(C)[Si](C)(C)OC1CCC(n2c(Nc3nn(COCC[Si](C)(C)C)c4ccc(Br)cc34)nc3cc(C(=O)NC4CCCC4)ccc32)CC1, ClCCl, [Na+], [Na+], O=C([O-])[O-], C1COCCO1, O. Yields the product COc1ccccc1-c1ccc2c(c1)c(Nc1nc3cc(C(=O)NC4CCCC4)ccc3n1C1CCC(O[Si](C)(C)C(C)(C)C)CC1)nn2COCC[Si](C)(C)C. Reaction SMILES: [CH3:54][O:55][c:56]1[c:57]([B:62]([OH:63])[OH:64])[cH:58][cH:59][cH:60][cH:61]1.[CH:4]1([NH:9][C:10](=[O:11])[c:12]2[cH:13][c:14]3[c:15]([n:16]([CH:38]4[CH2:39][CH2:40][CH:41]([O:44][Si:45]([CH3:46])([CH3:47])[C:48]([CH3:49])([CH3:50])[CH3:51])[CH2:42][CH2:43]4)[c:17]([NH:19][c:20]4[n:21][n:22]([CH2:30][O:31][CH2:32][CH2:33][Si:34]([CH3:35])([CH3:36])[CH3:37])[c:23]5[cH:24][cH:25][c:26]([Br:29])[cH:27][c:28]45)[n:18]3)[cH:52][cH:53]2)[CH2:5][CH2:6][CH2:7][CH2:8]1.[Cl:1][CH2:2][Cl:3].[Na+:65].[Na+:66].[O-:67][C:68](=[O:69])[O-:70].[O:71]1[CH2:72][CH2:73][O:74][CH2:75][CH2:76]1.[OH2:77]>>[CH:4]1([NH:9][C:10](=[O:11])[c:12]2[cH:13][c:14]3[c:15]([n:16]([CH:38]4[CH2:39][CH2:40][CH:41]([O:44][Si:45]([CH3:46])([CH3:47])[C:48]([CH3:49])([CH3:50])[CH3:51])[CH2:42][CH2:43]4)[c:17]([NH:19][c:20]4[n:21][n:22]([CH2:30][O:31][CH2:32][CH2:33][Si:34]([CH3:35])([CH3:36])[CH3:37])[c:23]5[cH:24][cH:25][c:26](-[c:57]6[c:56]([O:55][CH3:54])[cH:61][cH:60][cH:59][cH:58]6)[cH:27][c:28]45)[n:18]3)[cH:52][cH:53]2)[CH2:5][CH2:6][CH2:7][CH2:8]1.